This data is from the Open Reaction Database (ORD), a public repository of structured organic reaction records. The task is: describe an organic reaction: reactants, conditions, products, and yield The solvent is C1(=CC=CC=C1)C (toluene). Reaction SMILES: ClC1C(F)=C(N[C:9]([CH3:19])=[C:10]([N+:16]([O-:18])=[O:17])[C:11]([O:13][CH2:14][CH3:15])=[O:12])C=CC=1.[N+]([CH2:24][C:25](OCC)=[O:26])([O-])=O.C(C(CC)(CC)C([O-])([O-])[O-])C.C(O)C>C1(C)C=CC=CC=1>[CH2:25]([O:26][C:9]([CH3:19])=[C:10]([N+:16]([O-:18])=[O:17])[C:11]([O:13][CH2:14][CH3:15])=[O:12])[CH3:24]. The product is C(C)OC(=C(C(=O)OCC)[N+](=O)[O-])C (ethyl 3-ethoxy-2-nitrobut-2-enoate). Procedure details: Intermediate 24A1. Ethyl 3-((3-chloro-2-fluorophenyl)amino)-2-nitrobut-2-enoate: Using a modified procedure described by Gomez-Sanchez. (Reference: Gomez-Sanchez, A. et al., Anales De Quimica, 81(2):139 (1985).) A clear, faint yellow solution of ethyl nitroacetate (4.17 ml, 37.6 mmol) and triethylorthoacetate (6.93 mL, 37.6 mmol) in toluene (9.39 mL) was heated to 110° C. A Dean-Stark trap was used to azeotrope the ethanol. Approximately every 30 min, the solvent was removed from the Dean-Stark ... Reactants: [N+](=O)([O-])CC(=O)OCC (ethyl nitroacetate), C(C)C(C([O-])([O-])[O-])(CC)CC (triethylorthoacetate), ClC=1C(=C(C=CC1)NC(=C(C(=O)OCC)[N+](=O)[O-])C)F (Ethyl 3-((3-chloro-2-fluorophenyl)amino)-2-nitrobut-2-enoate), C(C)O (ethanol). Run at time 30 minute. Reactants: NC1C=2N(C3=C(C(=N1)C1=C(C=CC=C1)Cl)C=C(S3)CC)C(=NN2)C (6-amino-4-(2-chlorophenyl)-2-ethyl-9-methyl-6H-thieno[3,2-f][1,2,4]triazolo[4,3-a][1,4]diazepine), N1C(=CC2=CC=CC=C12)C(=O)O (indole-2-carboxylic acid), [I-].ClC1=[N+](C=CC=C1)C (2-chloro-N-methyl pyridinium iodide), C(CCC)NCCCC (dibutyl amine). Solvent: O1CCCC1 (tetrahydrofuran). Conditions: time 90 minute. Yields the product ClC1=C(C=CC=C1)C1=NC(C=2N(C3=C1C=C(S3)CC)C(=NN2)C)NC(=O)C=2NC3=CC=CC=C3C2 (4-(2-chlorophenyl)-2-ethyl-6-(2-indolecarboxamido)-9-methyl-6H-thieno[3,2-f][1,2,4]triazolo[4,3-a][1,4]diazepine). The yield is 70.0%. Reaction SMILES: [NH2:1][CH:2]1[N:8]=[C:7]([C:9]2[CH:14]=[CH:13][CH:12]=[CH:11][C:10]=2[Cl:15])[C:6]2[CH:16]=[C:17]([CH2:19][CH3:20])[S:18][C:5]=2[N:4]2[C:21]([CH3:24])=[N:22][N:23]=[C:3]12.[NH:25]1[C:33]2[C:28](=[CH:29][CH:30]=[CH:31][CH:32]=2)[CH:27]=[C:26]1[C:34](O)=[O:35].[I-].ClC1C=CC=C[N+]=1C.C(NCCCC)CCC>O1CCCC1>[Cl:15][C:10]1[CH:11]=[CH:12][CH:13]=[CH:14][C:9]=1[C:7]1[C:6]2[CH:16]=[C:17]([CH2:19][CH3:20])[S:18][C:5]=2[N:4]2[C:21]([CH3:24])=[N:22][N:23]=[C:3]2[CH:2]([NH:1][C:34]([C:26]2[NH:25][C:33]3[C:28]([CH:27]=2)=[CH:29][CH:30]=[CH:31][CH:32]=3)=[O:35])[N:8]=1 |f:2.3|. Procedure details: To 120 ml of tetrahydrofuran were added 5.0 g of 6-amino-4-(2-chlorophenyl)-2-ethyl-9-methyl-6H-thieno[3,2-f][1,2,4]triazolo[4,3-a][1,4]diazepine, 2.7 g of indole-2-carboxylic acid, 4.3 g of 2-chloro-N-methyl pyridinium iodide and 6.2 g of dibutyl amine, and the mixture was heated under reflux while stirring for 90 minutes. After the solvent was distilled off under reduced pressure, the residue was washed with diisopropyl ether. Ethanol was added to separate crystals, which were collected by fil... Starting materials: COC(C1=CC=C(C=C1)\C=C\C=1N(C=CN1)C)=O (E-4-[2-(1-Methyl-1H-imidazol-2-yl)-vinyl]-benzoic acid methyl ester), C(=O)[O-].[NH4+] (ammonium formate). The reagents and catalysts are [Pd] (Pd/C). The solvent is C(C)(C)O (isopropanol). Conditions: temperature 150 celsius. The product is hydrochloride salt, N1C=NC(=C1)CCC1=CC=C(C(=O)O)C=C1 (4-[2-(1H-Imidazol-4-yl)-ethyl]-benzoic acid). As a reaction SMILES: C[O:2][C:3](=[O:18])[C:4]1[CH:9]=[CH:8][C:7](/[CH:10]=[CH:11]/[C:12]2[N:13]([CH3:17])C=CN=2)=[CH:6][CH:5]=1.[CH:19]([O-])=O.[NH4+:22]>C(O)(C)C.[Pd]>[NH:22]1[CH:19]=[C:12]([CH2:11][CH2:10][C:7]2[CH:6]=[CH:5][C:4]([C:3]([OH:2])=[O:18])=[CH:9][CH:8]=2)[N:13]=[CH:17]1 |f:1.2|. Procedure: E-4-[2-(1-Methyl-1H-imidazol-2-yl)-vinyl]-benzoic acid methyl ester was hydrogenated using Pd/C (10% of substrate weight), ammonium formate (5 equivalents) in isopropanol heated by microwave irradiation (200 W) for 5 mins at 150° C. The solution was filtered through celite to remove the insoluble catalyst, diluted with water and freeze-dried to remove the excess of ammonium formate. The obtained solid was hydrolysed by 6N aqueous HCl solution heated by microwave irradiation (200 W) for 3 mins at...